This data is from the Open Reaction Database (ORD), a public repository of structured organic reaction records. The task is: describe an organic reaction: reactants, conditions, products, and yield Starting materials: FC1=C2C=CC=NC2=C(C(=C1)CCC)OS(=O)(=O)C(F)(F)F (5-fluoro-7-propyl-8-trifluoromethanesulfonyloxyquinoline), N1CCCCC1 (piperidine), CC(C)(C#C)O (2-methyl-3-butyn-2-ol), [Cl-].[NH4+] (ammonium chloride). The reagents and catalysts are C=1C=CC(=CC1)[P](C=2C=CC=CC2)(C=3C=CC=CC3)[Pd]([P](C=4C=CC=CC4)(C=5C=CC=CC5)C=6C=CC=CC6)([P](C=7C=CC=CC7)(C=8C=CC=CC8)C=9C=CC=CC9)[P](C=1C=CC=CC1)(C=1C=CC=CC1)C=1C=CC=CC1 (tetrakis(triphenylphosphine)palladium). Reaction conditions: temperature 80 celsius, time 3 hour. Yields the product CC=1C(=NC2=C(C(=CC(=C2C1)F)CCC)C#CCO)C (dimethylhydroxymethyl-5-fluoro-7-propyl-8-quinolylacetylene). Isolated yield 48.4%. As a reaction SMILES: [F:1][C:2]1[CH:11]=[C:10]([CH2:12][CH2:13][CH3:14])[C:9](OS(C(F)(F)F)(=O)=O)=[C:8]2[C:3]=1[CH:4]=[CH:5][CH:6]=N2.N1CCC[CH2:25][CH2:24]1.C[C:30]([OH:34])([C:32]#[CH:33])C.[Cl-].[NH4+:36]>C1C=CC([P]([Pd]([P](C2C=CC=CC=2)(C2C=CC=CC=2)C2C=CC=CC=2)([P](C2C=CC=CC=2)(C2C=CC=CC=2)C2C=CC=CC=2)[P](C2C=CC=CC=2)(C2C=CC=CC=2)C2C=CC=CC=2)(C2C=CC=CC=2)C2C=CC=CC=2)=CC=1>[CH3:6][C:5]1[C:24]([CH3:25])=[N:36][C:8]2[C:3]([CH:4]=1)=[C:2]([F:1])[CH:11]=[C:10]([CH2:12][CH2:13][CH3:14])[C:9]=2[C:33]#[C:32][CH2:30][OH:34] |f:3.4,^1:40,42,61,80|. Procedure: A 25 mL Schlenk tube was replaced with Ar and 5-fluoro-7-propyl-8-trifluoromethanesulfonyloxyquinoline (1.00 g, 2.97 mmol), tetrakis(triphenylphosphine)palladium (171.3 mg, 0.148 mmol), 3.55 mL of piperidine and 2-methyl-3-butyn-2-ol (381 mg, 98 mass % article, 3.75 mmol) were added thereto and the mixture was stirred at 80° C. for 3 hours. The reaction mixture was cooled to room temperature, and then a saturated aqueous ammonium chloride solution was added thereto and the mixture was extracted ... Starting materials: O=C(OCc1ccccc1)c1cc(N2CCOCC2)ccc1OCc1ccccc1, NC(=O)c1cc(N2CCOCC2)ccc1OCc1ccccc1. Product: NC(=O)c1cc(N2CCOCC2)ccc1O. RXN SMILES: [CH2:1]([O:2][c:3]1[cH:4][cH:5][c:6]([N:7]2[CH2:8][CH2:9][O:10][CH2:11][CH2:12]2)[cH:13][c:14]1[C:15]([O:16][CH2:17][c:18]1[cH:19][cH:20][cH:21][cH:22][cH:23]1)=[O:24])[c:25]1[cH:26][cH:27][cH:28][cH:29][cH:30]1.[CH2:31]([c:32]1[cH:33][cH:34][cH:35][cH:36][cH:37]1)[O:38][c:39]1[c:40]([C:41](=[O:42])[NH2:43])[cH:44][c:45]([N:48]2[CH2:49][CH2:50][O:51][CH2:52][CH2:53]2)[cH:46][cH:47]1>>[OH:38][c:39]1[c:40]([C:41](=[O:42])[NH2:43])[cH:44][c:45]([N:48]2[CH2:49][CH2:50][O:51][CH2:52][CH2:53]2)[cH:46][cH:47]1.